From a dataset of the Open Reaction Database (ORD), a public repository of structured organic reaction records. describe an organic reaction: reactants, conditions, products, and yield Reactants: ClCC1=NC(=NO1)CN1C=NC=2N(C(N(C)C(C12)=O)=O)C (7-[(5-chloromethyl-1,2,4-oxadiazol-3-yl)-methyl]-theophylline), C(C=1C(C(=O)N)=CC=CC1)(=O)N.[K] (potassium phthalamide). The solvent is CN(C=O)C (dimethylformamide). Product: Cl.NCC1=NC(=NO1)CN1C=NC=2N(C(N(C)C(C12)=O)=O)C (7-[(5-aminomethyl-1,2,4-oxadiazol-3-yl)-methyl]-theophylline-hydrochloride). Yield: 74.2%. Reaction SMILES: [Cl:1][CH2:2][C:3]1[O:7][N:6]=[C:5]([CH2:8][N:9]2[C:18]3[C:17](=[O:19])[N:15]([CH3:16])[C:14](=[O:20])[N:13]([CH3:21])[C:12]=3[N:11]=[CH:10]2)[N:4]=1.C(N)(=O)C1C(=CC=CC=1)C([NH2:27])=O.[K]>CN(C)C=O>[ClH:1].[NH2:27][CH2:2][C:3]1[O:7][N:6]=[C:5]([CH2:8][N:9]2[C:18]3[C:17](=[O:19])[N:15]([CH3:16])[C:14](=[O:20])[N:13]([CH3:21])[C:12]=3[N:11]=[CH:10]2)[N:4]=1 |f:1.2,4.5,^1:33|. Reported procedure: 30.9 g. 7-[(5-chloromethyl-1,2,4-oxadiazol-3-yl)-methyl]-theophylline are heated in 300 cm3 dimethylformamide with 18.5 g. potassium phthalamide under stirring for 6 hours. Dimethylformamide is distilled off at reduced pressure, and the residue is triturated with 300 cm3 ethanol and 5.2 g. of hydrazine hydrate are added, the mixture is heated on water bath for 2 hours, acidified with concentrated aqueous hydrochloric acid, the mixture is boiled and filtered when hot and the filtrate is evaporate... The reactants are BrCC(=O)C=1C=CC2=C(N(C(S2)=O)C)C1 (5-(2-bromoacetyl)-3-methyl-2-benzothiazolinone), NC1=NC=CC=N1 (2-aminopyrimidine). Yields the product N=1C(=CN2C1N=CC=C2)C=2C=CC1=C(N(C(S1)=O)C)C2 (5-(Imidazo[1,2-a]pyrimidin-2-yl)-3-methyl-2-benzothiazolinone). The yield is 47.8%. RXN SMILES: Br[CH2:2][C:3]([C:5]1[CH:6]=[CH:7][C:8]2[S:12][C:11](=[O:13])[N:10]([CH3:14])[C:9]=2[CH:15]=1)=O.[NH2:16][C:17]1[N:22]=[CH:21][CH:20]=[CH:19][N:18]=1>>[N:16]1[C:3]([C:5]2[CH:6]=[CH:7][C:8]3[S:12][C:11](=[O:13])[N:10]([CH3:14])[C:9]=3[CH:15]=2)=[CH:2][N:18]2[CH:19]=[CH:20][CH:21]=[N:22][C:17]=12. Procedure: 5-(Imidazo[1,2-a]pyrimidin-2-yl)-3-methyl-2-benzothiazolinone (2.7 g) was prepared in substantially the same manner as that of Example 30 from 5-(2-bromoacetyl)-3-methyl-2-benzothiazolinone (5.72 g) and 2-aminopyrimidine (5.7 g). Starting materials: CN(C)C=O, Cl, NNC(=S)Nc1ccc(C(=O)O)cc1, O, CC(=O)c1nn(C)c(-c2ccc(C(C)C)cc2)c1O. The product is CC(=NNC(=S)Nc1ccc(C(=O)O)cc1)c1nn(C)c(-c2ccc(C(C)C)cc2)c1O. RXN SMILES: [CH3:34][N:35]([CH3:36])[CH:37]=[O:38].[ClH:39].[NH:20]([NH2:21])[C:22](=[S:23])[NH:24][c:25]1[cH:26][cH:27][c:28]([C:29](=[O:30])[OH:31])[cH:32][cH:33]1.[OH2:40].[OH:1][c:2]1[c:3]([C:17]([CH3:18])=[O:19])[n:4][n:5]([CH3:16])[c:6]1-[c:7]1[cH:8][cH:9][c:10]([CH:13]([CH3:14])[CH3:15])[cH:11][cH:12]1>>[OH:1][c:2]1[c:3]([C:17]([CH3:18])=[N:21][NH:20][C:22](=[S:23])[NH:24][c:25]2[cH:26][cH:27][c:28]([C:29](=[O:30])[OH:31])[cH:32][cH:33]2)[n:4][n:5]([CH3:16])[c:6]1-[c:7]1[cH:8][cH:9][c:10]([CH:13]([CH3:14])[CH3:15])[cH:11][cH:12]1.